describe an organic reaction: reactants, conditions, products, and yield From a dataset of the Open Reaction Database (ORD), a public repository of structured organic reaction records. Reactants: solid, Cl.Cl.O1CCC2=C1C=CC=C2C2CCN(CC2)CC[C@@H]2CC[C@H](CC2)N (trans-4-{2-[4-(2,3-dihydro-benzofuran-4-yl)-piperidin-1-yl]-ethyl}-cyclohexylamine dihydrochloride), Cl.Cl.O1CCC2=C1C=CC=C2C2CCN(CC2)CC[C@@H]2CC[C@H](CC2)N (trans-4-{2-[4-(2,3-dihydro-benzofuran-4-yl)-piperidin-1-yl]-ethyl}-cyclohexylamine dihydrochloride), C(#N)C1=CC=C(C(=O)O)C=C1 (4-cyano-benzoic acid). Yields the product C(#N)C1=CC=C(C(=O)N[C@@H]2CC[C@H](CC2)CCN2CCC(CC2)C2=CC=CC3=C2CCO3)C=C1 (trans-4-Cyano-N-(4-{2-[4-(2,3-dihydro-benzofuran-4-yl)-piperidin-1-yl]-ethyl}-cyclohexyl)-benzamide). Reaction SMILES: Cl.Cl.[O:3]1[C:7]2[CH:8]=[CH:9][CH:10]=[C:11]([CH:12]3[CH2:17][CH2:16][N:15]([CH2:18][CH2:19][C@H:20]4[CH2:25][CH2:24][C@H:23]([NH2:26])[CH2:22][CH2:21]4)[CH2:14][CH2:13]3)[C:6]=2[CH2:5][CH2:4]1.[C:27]([C:29]1[CH:37]=[CH:36][C:32]([C:33](O)=[O:34])=[CH:31][CH:30]=1)#[N:28]>>[C:27]([C:29]1[CH:37]=[CH:36][C:32]([C:33]([NH:26][C@H:23]2[CH2:22][CH2:21][C@H:20]([CH2:19][CH2:18][N:15]3[CH2:16][CH2:17][CH:12]([C:11]4[C:6]5[CH2:5][CH2:4][O:3][C:7]=5[CH:8]=[CH:9][CH:10]=4)[CH2:13][CH2:14]3)[CH2:25][CH2:24]2)=[O:34])=[CH:31][CH:30]=1)#[N:28] |f:0.1.2|. Reported procedure: The title compound, off-white solid (90 mg, 79%), MS (ISP) m/z=458.3 [(M+H)+], mp 230° C., was prepared in accordance with the general method of example 1 from trans-4-{2-[4-(2,3-dihydro-benzofuran-4-yl)-piperidin-1-yl]-ethyl}-cyclohexylamine dihydrochloride (intermediate B) (100 mg, 0.25 mmol) and 4-cyano-benzoic acid. The reactants are COC(=O)COC1=C(C=C(C=C1)O)[N+](=O)[O-] (4-(methoxycarbonylmethoxy)-3-nitrophenol), C(C)(C)(C)OC(=O)N1CCC(CC1)O (1-(tert-butyloxycarbonyl)-4-hydroxypiperidine), C1(=CC=CC=C1)P(C1=CC=CC=C1)C1=CC=CC=C1 (triphenylphosphine), N(=NC(=O)OC(C)C)C(=O)OC(C)C (diisopropyl azodicarboxylate). Solvent: O1CCCC1 (tetrahydrofuran). Conditions: temperature 20 celsius, time 0.75 hour. Yields the product C(C)(C)(C)OC(=O)N1CCC(CC1)OC1=CC(=C(OCC(=O)OC)C=C1)[N+](=O)[O-] (Methyl 4-(1-(tert-butyloxycarbonyl)piperidin-4-yloxy)-2-nitrophenoxyacetate). The yield is 91.8%. As a reaction SMILES: [CH3:1][O:2][C:3]([CH2:5][O:6][C:7]1[CH:12]=[CH:11][C:10]([OH:13])=[CH:9][C:8]=1[N+:14]([O-:16])=[O:15])=[O:4].[C:17]([O:21][C:22]([N:24]1[CH2:29][CH2:28][CH:27](O)[CH2:26][CH2:25]1)=[O:23])([CH3:20])([CH3:19])[CH3:18].C1(P(C2C=CC=CC=2)C2C=CC=CC=2)C=CC=CC=1.N(C(OC(C)C)=O)=NC(OC(C)C)=O>O1CCCC1>[C:17]([O:21][C:22]([N:24]1[CH2:29][CH2:28][CH:27]([O:13][C:10]2[CH:11]=[CH:12][C:7]([O:6][CH2:5][C:3]([O:2][CH3:1])=[O:4])=[C:8]([N+:14]([O-:16])=[O:15])[CH:9]=2)[CH2:26][CH2:25]1)=[O:23])([CH3:20])([CH3:18])[CH3:19]. Procedure: To a stirred solution of 4-(methoxycarbonylmethoxy)-3-nitrophenol (6.0 g, 26.8 mmol), 1-(tert-butyloxycarbonyl)-4-hydroxypiperidine (13.8 g, 68.9 mmol) and triphenylphosphine (18.0 g, 68.9 mmol) in tetrahydrofuran (80 mL) at 20° C. under argon was added diisopropyl azodicarboxylate (13.9 g, 68.9 mmol), dropwise over 0.75 h. The resulting solution was stirred at 20° C. for 4 h, then evaporated in vacuo. Chromatography of the residue on silica (400 g) eluting with 5–50% ether in hexane gave the ti... Starting materials: C1(CC1)NC(=S)N (N-cyclopropylthiourea), C(CC#N)#N (malononitrile). The product is C1(CC1)N1C(N=C(C=C1N)N)=S (1-cyclopropyl-4,6-diamino-2(1H)-pyrimidinethione). Yield: 38.0%. Reaction SMILES: [CH:1]1([NH:4][C:5]([NH2:7])=[S:6])[CH2:3][CH2:2]1.[C:8](#[N:12])[CH2:9][C:10]#[N:11]>>[CH:1]1([N:4]2[C:10]([NH2:11])=[CH:9][C:8]([NH2:12])=[N:7][C:5]2=[S:6])[CH2:3][CH2:2]1. Procedure: N-cyclopropylthiourea (6.2 g) and malononitrile (6.6 g) were reacted in the same method as described in Preparation 12 to give the pale yellow above-indicated compound(3.7 g). Starting materials: CCOC(=O)C1=Cc2cc(C)cc(CI)c2OC1C(F)(F)F, [K+], [K+], Nc1ccccc1, O=C([O-])[O-], CN(C)C=O. The product is CCOC(=O)C1=Cc2cc(C)cc(CNc3ccccc3)c2OC1C(F)(F)F. As a reaction SMILES: [I:1][CH2:2][c:3]1[cH:4][c:5]([CH3:22])[cH:6][c:7]2[c:12]1[O:11][CH:10]([C:13]([F:14])([F:15])[F:16])[C:9]([C:17](=[O:18])[O:19][CH2:20][CH3:21])=[CH:8]2.[K+:30].[K+:31].[NH2:23][c:24]1[cH:25][cH:26][cH:27][cH:28][cH:29]1.[O-:32][C:33]([O-:34])=[O:35].[O:36]=[CH:37][N:38]([CH3:39])[CH3:40]>>[CH2:2]([c:3]1[cH:4][c:5]([CH3:22])[cH:6][c:7]2[c:12]1[O:11][CH:10]([C:13]([F:14])([F:15])[F:16])[C:9]([C:17](=[O:18])[O:19][CH2:20][CH3:21])=[CH:8]2)[NH:23][c:24]1[cH:25][cH:26][cH:27][cH:28][cH:29]1. Reactants: O=c1[nH]c2ccc(Br)cc2c2cc[nH]c12, O=C([O-])[O-], CCC(=O)O, [K+], [K+], C1COCCO1, O, OB(O)c1ccccc1. Product: CCC(=O)O, O=c1[nH]c2ccc(-c3ccccc3)cc2c2cc[nH]c12. As a reaction SMILES: [Br:21][c:22]1[cH:23][c:24]2[c:25]3[c:26]([c:27](=[O:32])[nH:28][c:29]2[cH:30][cH:31]1)[nH:33][cH:34][cH:35]3.[C:10](=[O:11])([O-:12])[O-:13].[CH2:16]([CH3:17])[C:18](=[O:19])[OH:20].[K+:14].[K+:15].[O:37]1[CH2:38][CH2:39][O:40][CH2:41][CH2:42]1.[OH2:36].[OH:1][B:2]([OH:3])[c:4]1[cH:5][cH:6][cH:7][cH:8][cH:9]1>>[CH2:16]([CH3:17])[C:18](=[O:19])[OH:20].[c:4]1(-[c:22]2[cH:23][c:24]3[c:25]4[c:26]([c:27](=[O:32])[nH:28][c:29]3[cH:30][cH:31]2)[nH:33][cH:34][cH:35]4)[cH:5][cH:6][cH:7][cH:8][cH:9]1. The reactants are [OH-].[Na+] (sodium hydroxide), O (water), BrC1=CC2=C(C=N1)C=C(N2S(=O)(=O)C)C(OCC)OCC (6-Bromo-2-(diethoxymethyl)-1-(methylsulfonyl)-1H-pyrrolo[3,2-c]pyridine). Solvent: CO (methanol). Run at temperature 25 celsius, time 6 hour. The product is BrC1=CC2=C(C=N1)C=C(N2)C(OCC)OCC (6-Bromo-2-(diethoxymethyl)-1H-pyrrolo[3,2-c]pyridine). Yield: 87.9%. As a reaction SMILES: [Br:1][C:2]1[N:7]=[CH:6][C:5]2[CH:8]=[C:9]([CH:15]([O:19][CH2:20][CH3:21])[O:16][CH2:17][CH3:18])[N:10](S(C)(=O)=O)[C:4]=2[CH:3]=1.[OH-].[Na+].O>CO>[Br:1][C:2]1[N:7]=[CH:6][C:5]2[CH:8]=[C:9]([CH:15]([O:16][CH2:17][CH3:18])[O:19][CH2:20][CH3:21])[NH:10][C:4]=2[CH:3]=1 |f:1.2|. Procedure details: 6-Bromo-2-(diethoxymethyl)-1-(methylsulfonyl)-1H-pyrrolo[3,2-c]pyridine (Preparation 136, 202 mg, 0.54 mmole) was stirred in methanol (2.4 mL) and 1M sodium hydroxide in water (0.62 mL, 0.62 mmole) was added. The reaction was stirred at 25° C. for 6 hours. The methanol was evaporated and the residue taken up in ethyl acetate (25 mL). The solution was washed with water and brine, the organic layer was concentrated in vacuo to afford the title compound (142 mg, 89%). 1H-NMR (CDCl3, 500 MHz): δ 1.2...